From a dataset of the Open Reaction Database (ORD), a public repository of structured organic reaction records. describe an organic reaction: reactants, conditions, products, and yield Starting materials: COc1ccc(CBr)c2ccccc12, CCCC[N+](CCCC)(CCCC)CCCC, [F-], CN(C)C=O. As a reaction SMILES: [Br:19][CH2:20][c:21]1[cH:22][cH:23][c:24]([O:31][CH3:32])[c:25]2[cH:26][cH:27][cH:28][cH:29][c:30]12.[CH2:2]([N+:3]([CH2:4][CH2:5][CH2:6][CH3:7])([CH2:8][CH2:9][CH2:10][CH3:11])[CH2:12][CH2:13][CH2:14][CH3:15])[CH2:16][CH2:17][CH3:18].[F-:1].[O:33]=[CH:34][N:35]([CH3:36])[CH3:37]>>[cH:21]1[cH:22][cH:23][c:24]([O:31][CH3:32])[c:25]2[cH:26][cH:27][cH:28][cH:29][c:30]12. The product is COc1cccc2ccccc12. Starting materials: solid, Cl.Cl.Cl.O1CCC=2C1=C(N=CC2)N2CCN(CC2)CC[C@@H]2CC[C@H](CC2)N (trans-4-{2-[4-(2,3-dihydro-furo[2,3-c]pyridin-7-yl)-piperazin-1-yl]-ethyl}-cyclohexylamine trihydrochloride), Cl.Cl.Cl.O1CCC=2C1=C(N=CC2)N2CCN(CC2)CC[C@@H]2CC[C@H](CC2)N (trans-4-{2-[4-(2,3-dihydro-furo[2,3-c]pyridin-7-yl)-piperazin-1-yl]-ethyl}-cyclohexylamine trihydrochloride), CC1=NC=C(C(=O)O)C=C1 (6-methyl-nicotinic acid). Product: O1CCC=2C1=C(N=CC2)N2CCN(CC2)CC[C@@H]2CC[C@H](CC2)NC(C2=CN=C(C=C2)C)=O (trans-N-(4-{2-[4-(2,3-Dihydro-furo[2,3-c]pyridin-7-yl)-piperazin-1-yl]-ethyl}-cyclohexyl)-6-methyl-nicotinamide). As a reaction SMILES: Cl.Cl.Cl.[O:4]1[C:8]2=[C:9]([N:13]3[CH2:18][CH2:17][N:16]([CH2:19][CH2:20][C@H:21]4[CH2:26][CH2:25][C@H:24]([NH2:27])[CH2:23][CH2:22]4)[CH2:15][CH2:14]3)[N:10]=[CH:11][CH:12]=[C:7]2[CH2:6][CH2:5]1.[CH3:28][C:29]1[CH:37]=[CH:36][C:32]([C:33](O)=[O:34])=[CH:31][N:30]=1>>[O:4]1[C:8]2=[C:9]([N:13]3[CH2:18][CH2:17][N:16]([CH2:19][CH2:20][C@H:21]4[CH2:26][CH2:25][C@H:24]([NH:27][C:33](=[O:34])[C:32]5[CH:36]=[CH:37][C:29]([CH3:28])=[N:30][CH:31]=5)[CH2:23][CH2:22]4)[CH2:15][CH2:14]3)[N:10]=[CH:11][CH:12]=[C:7]2[CH2:6][CH2:5]1 |f:0.1.2.3|. Reported procedure: The title compound, white solid (30 mg, 27%), MS (ISP) m/z=450.3 [(M+H)+], mp 204° C., was prepared in accordance with the general method of example 6 from trans-4-{2-[4-(2,3-dihydro-furo[2,3-c]pyridin-7-yl)-piperazin-1-yl]-ethyl}-cyclohexylamine trihydrochloride (intermediate B) (110 mg, 0.25 mmol) and 6-methyl-nicotinic acid. Starting materials: BrCCC(=O)NC1=C(C=CC=C1)[N+](=O)[O-] (3-bromo-N-(2-nitrophenyl)propionamide), FC(C=1C=C(C=CC1)N1CCNCC1)(F)F (1-(3-trifluoromethylphenyl)piperazine), Cl (Monohydrochloride). Product: [N+](=O)([O-])C1=C(C=CC=C1)NC(CCN1CCN(CC1)C1=CC(=CC=C1)C(F)(F)F)=O (N-(2-Nitrophenyl)-4-(3-trifluoromethylphenyl)-1-piperazinpropionamide). As a reaction SMILES: Br[CH2:2][CH2:3][C:4]([NH:6][C:7]1[CH:12]=[CH:11][CH:10]=[CH:9][C:8]=1[N+:13]([O-:15])=[O:14])=[O:5].[F:16][C:17]([F:31])([F:30])[C:18]1[CH:19]=[C:20]([N:24]2[CH2:29][CH2:28][NH:27][CH2:26][CH2:25]2)[CH:21]=[CH:22][CH:23]=1.Cl>>[N+:13]([C:8]1[CH:9]=[CH:10][CH:11]=[CH:12][C:7]=1[NH:6][C:4](=[O:5])[CH2:3][CH2:2][N:27]1[CH2:26][CH2:25][N:24]([C:20]2[CH:21]=[CH:22][CH:23]=[C:18]([C:17]([F:30])([F:31])[F:16])[CH:19]=2)[CH2:29][CH2:28]1)([O-:15])=[O:14]. Reported procedure: The compound was prepared from 3-bromo-N-(2-nitrophenyl)propionamide and 1-(3-trifluoromethylphenyl)piperazine according to the method described in J. Med. Chem. 33, 2970 (1990). Monohydrochloride salt. M.p. 185°-188° C. Reactants: COC(=O)C1=C(C2=C(S1)C=C(C=C2)F)N (methyl-6-fluoro-3-aminobenzo[b]thiophene-2-carboxylate), CN1CCNCC1 (1-methylpiperazine), CN1C(CCC1)=O (1-methyl-2-pyrrolidinone). Run in O (water). Reaction conditions: temperature 176 celsius. The product is NC=1C2=C(SC1)C=C(C=C2)F (3-amino-6-fluorobenzo[b]thiophene). Yield: 62.5%. Reaction SMILES: COC([C:5]1[S:9][C:8]2[CH:10]=[C:11]([F:14])[CH:12]=[CH:13][C:7]=2[C:6]=1[NH2:15])=O.CN1CCNCC1.CN1CCCC1=O>O>[NH2:15][C:6]1[C:7]2[CH:13]=[CH:12][C:11]([F:14])=[CH:10][C:8]=2[S:9][CH:5]=1. Reported procedure: A mixture of methyl-6-fluoro-3-aminobenzo[b]thiophene-2-carboxylate (20.1 g), 1-methylpiperazine (13.1 g), and 1-methyl-2-pyrrolidinone (100 ml) was heated at 176° C. for 2 hrs, under nitrogen. The solution was diluted with water (400 ml) and extracted with ether. The combined extracts were washed with water, brine, dried over anhydrous sodium sulfate, filtered, and the filtrate was concentrated under reduced pressure to give 9.32 g of 3-amino-6-fluorobenzo[b]thiophene. Starting materials: C([O-])([O-])=O.[K+].[K+] (potassium carbonate), OC=1C(=NC=CC1)I (3-hydroxy-2-iodopyridine), C(C1=CC=CC=C1)Br (benzyl bromide). Reagents/catalysts: C([O-])([O-])=O.[Cs+].[Cs+] (cesium carbonate). The solvent is CN(C=O)C (dimethylformamide). Run at time 20 hour. Yields the product C(C1=CC=CC=C1)OC=1C(=NC=CC1)I (3-benzyloxy-2-iodopyridine). Reaction SMILES: C(=O)([O-])[O-].[K+].[K+].[OH:7][C:8]1[C:9]([I:14])=[N:10][CH:11]=[CH:12][CH:13]=1.[CH2:15](Br)[C:16]1[CH:21]=[CH:20][CH:19]=[CH:18][CH:17]=1>CN(C)C=O.C(=O)([O-])[O-].[Cs+].[Cs+]>[CH2:15]([O:7][C:8]1[C:9]([I:14])=[N:10][CH:11]=[CH:12][CH:13]=1)[C:16]1[CH:21]=[CH:20][CH:19]=[CH:18][CH:17]=1 |f:0.1.2,6.7.8|. Procedure details: 152.6 g of potassium carbonate and 15.3 g of cesium carbonate are added to a solution of 122 g of 3-hydroxy-2-iodopyridine and 65.7 ml of benzyl bromide in 1.5 l of dimethylformamide, and the suspension is stirred under argon atmosphere for 20 hours at room temperature. The reaction mixture is filtered, the filter residue is washed with dichloromethane, the filtrate is concentrated by evaporation, and the residue is chromatographed on silica gel with hexane/10-20% ethyl acetate. 146.3 g of 3-ben...